Dataset: the Open Reaction Database (ORD), a public repository of structured organic reaction records. Task: describe an organic reaction: reactants, conditions, products, and yield Reactants: O=[Ag], C=CCOC(=O)N1CC(O)CC1C=C(C)C(C)=O, CI. Yields the product C=CCOC(=O)N1CC(OC)CC1C=C(C)C(C)=O. Reaction SMILES: [Ag:21]=[O:22].[CH2:1]([CH:2]=[CH2:3])[O:4][C:5](=[O:6])[N:7]1[CH:8]([CH:13]=[C:14]([C:15]([CH3:16])=[O:17])[CH3:18])[CH2:9][CH:10]([OH:12])[CH2:11]1.[I:19][CH3:20]>>[CH2:1]([CH:2]=[CH2:3])[O:4][C:5](=[O:6])[N:7]1[CH:8]([CH:13]=[C:14]([C:15]([CH3:16])=[O:17])[CH3:18])[CH2:9][CH:10]([O:12][CH3:20])[CH2:11]1. The product is C(\C=C\C(=O)O)(=O)O.S1C2=C(C=C1)C(=CC=C2)N2CCN(CC2)CCCOC2=CC=C1CCN(C(C1=C2)=O)C (7-[3-(4-benzo[b]thiophen-4-yl-piperazin-1-yl)propoxy]-2-methyl-3,4-dihydro-2H-isoquinolin-1-one fumarate). Solvent: C(C)O (ethanol). Reactants: C(\C=C\C(=O)O)(=O)O (Fumaric acid), S1C2=C(C=C1)C(=CC=C2)N2CCN(CC2)CCCOC2=CC=C1CCN(C(C1=C2)=O)C (7-[3-(4-benzo[b]thiophen-4-yl-piperazin-1-yl)propoxy]-2-methyl-3,4-dihydro-2H-isoquinolin-1-one). Procedure: Fumaric acid was added to an ethanol solution of 7-[3-(4-benzo[b]thiophen-4-yl-piperazin-1-yl)propoxy]-2-methyl-3,4-dihydro-2H-isoquinolin-1-one and the solvent was evaporated under reduced pressure. The residue was recrystallized from 70% ethanol and thereby 7-[3-(4-benzo[b]thiophen-4-yl-piperazin-1-yl)propoxy]-2-methyl-3,4-dihydro-2H-isoquinolin-1-one fumarate was obtained in the form of a pale yellow powder. Reaction SMILES: [C:1]([OH:8])(=[O:7])/[CH:2]=[CH:3]/[C:4]([OH:6])=[O:5].[S:9]1[CH:13]=[CH:12][C:11]2[C:14]([N:18]3[CH2:23][CH2:22][N:21]([CH2:24][CH2:25][CH2:26][O:27][C:28]4[CH:37]=[C:36]5[C:31]([CH2:32][CH2:33][N:34]([CH3:39])[C:35]5=[O:38])=[CH:30][CH:29]=4)[CH2:20][CH2:19]3)=[CH:15][CH:16]=[CH:17][C:10]1=2>C(O)C>[C:1]([OH:8])(=[O:7])/[CH:2]=[CH:3]/[C:4]([OH:6])=[O:5].[S:9]1[CH:13]=[CH:12][C:11]2[C:14]([N:18]3[CH2:19][CH2:20][N:21]([CH2:24][CH2:25][CH2:26][O:27][C:28]4[CH:37]=[C:36]5[C:31]([CH2:32][CH2:33][N:34]([CH3:39])[C:35]5=[O:38])=[CH:30][CH:29]=4)[CH2:22][CH2:23]3)=[CH:15][CH:16]=[CH:17][C:10]1=2 |f:3.4|. The reactants are CCCCCCBr, [K+], [OH-], O, O=C(O)CCCCC(=O)c1ccccc1O. The product is CCCCCCOc1ccccc1C(=O)CCCCC(=O)O. Reaction SMILES: [CH2:17]([CH2:18][CH2:19][CH2:20][CH2:21][CH3:22])[Br:23].[K+:25].[OH-:24].[OH2:26].[OH:1][c:2]1[c:3]([C:4](=[O:5])[CH2:6][CH2:7][CH2:8][CH2:9][C:10](=[O:11])[OH:12])[cH:13][cH:14][cH:15][cH:16]1>>[O:1]([c:2]1[c:3]([C:4](=[O:5])[CH2:6][CH2:7][CH2:8][CH2:9][C:10](=[O:11])[OH:12])[cH:13][cH:14][cH:15][cH:16]1)[CH2:17][CH2:18][CH2:19][CH2:20][CH2:21][CH3:22]. The reactants are CCCCCCCCCCCCCCOCC(O)CO, ClC(c1ccccc1)(c1ccccc1)c1ccccc1, c1ccncc1. Product: CCCCCCCCCCCCCCOCC(O)COC(c1ccccc1)(c1ccccc1)c1ccccc1. RXN SMILES: [CH2:1]([CH2:2][CH2:3][CH2:4][CH2:5][CH2:6][CH2:7][CH2:8][CH2:9][CH2:10][CH2:11][CH2:12][CH2:13][CH3:14])[O:15][CH2:16][CH:17]([OH:18])[CH2:19][OH:20].[c:21]1([C:27]([Cl:28])([c:29]2[cH:30][cH:31][cH:32][cH:33][cH:34]2)[c:35]2[cH:36][cH:37][cH:38][cH:39][cH:40]2)[cH:22][cH:23][cH:24][cH:25][cH:26]1.[cH:41]1[cH:42][cH:43][n:44][cH:45][cH:46]1>>[CH2:1]([CH2:2][CH2:3][CH2:4][CH2:5][CH2:6][CH2:7][CH2:8][CH2:9][CH2:10][CH2:11][CH2:12][CH2:13][CH3:14])[O:15][CH2:16][CH:17]([OH:18])[CH2:19][O:20][C:27]([c:21]1[cH:22][cH:23][cH:24][cH:25][cH:26]1)([c:29]1[cH:30][cH:31][cH:32][cH:33][cH:34]1)[c:35]1[cH:36][cH:37][cH:38][cH:39][cH:40]1. Starting materials: [Si](C)(C)(C(C)(C)C)ON1C(C2=CC=CC=3C2=C(C1=O)C=C(C3)[N+](=O)[O-])=O (2-tert-butyldimethylsilyoxy-5-nitro-benzo[de]isoquinoline-1,3-dione). The reagents and catalysts are [Pd] (Pd/C). The solvent is C(C)(=O)OCC (ethyl acetate). The product is NC=1C=C2C3=C(C(N(C(C3=CC=C2)=O)O[Si](C)(C)C(C)(C)C)=O)C1 (5-Amino-2-tert-butyldimethylsilyoxy-benzo[de]isoquinoline-1,3-dione). Isolated yield 86.5%. Reaction SMILES: [Si:1]([O:8][N:9]1[C:18](=[O:19])[C:17]2[CH:20]=[C:21]([N+:23]([O-])=O)[CH:22]=[C:15]3[C:16]=2[C:11](=[CH:12][CH:13]=[CH:14]3)[C:10]1=[O:26])([C:4]([CH3:7])([CH3:6])[CH3:5])([CH3:3])[CH3:2]>[Pd].C(OCC)(=O)C>[NH2:23][C:21]1[CH:22]=[C:15]2[CH:14]=[CH:13][CH:12]=[C:11]3[C:16]2=[C:17]([CH:20]=1)[C:18](=[O:19])[N:9]([O:8][Si:1]([C:4]([CH3:5])([CH3:6])[CH3:7])([CH3:2])[CH3:3])[C:10]3=[O:26]. Procedure details: The hydrogenation of 2-tert-butyldimethylsilyoxy-5-nitro-benzo[de]isoquinoline-1,3-dione (1.0 g, 2.7 mmol, from Example A-1 or A-2) at 40 psi in the presence of 10% Pd/C catalyst (1.0 g) in ethyl acetate (20 mL) afforded 0.8 g of the title compound. Reactants: CNC(=O)C1=CN(C(=C(C1=O)Br)C)C(C)C1=CC=C(C=C1)C#N (5-bromo-1-[1-(4-cyano-phenyl)-ethyl]-6-methyl-4-oxo-1,4-dihydro-pyridine-3-carboxylic acid methylamide), FC(C=1C=C(C=CC1)B(O)O)F (3-difluoromethyl-phenylboronic acid), C(=O)([O-])[O-].[K+].[K+] (K2CO3). The reagents and catalysts are C1(=CC=CC=C1)P(C1=CC=CC=C1)C1=CC=CC=C1.C1(=CC=CC=C1)P(C1=CC=CC=C1)C1=CC=CC=C1.C1(=CC=CC=C1)P(C1=CC=CC=C1)C1=CC=CC=C1.C1(=CC=CC=C1)P(C1=CC=CC=C1)C1=CC=CC=C1.[Pd] (palladium (0) tetrakis(triphenylphosphine)). Run in C(C)#N (acetonitrile). Run at temperature 75 celsius, time 18 hour. Product: CNC(=O)C1=CN(C(=C(C1=O)C1=CC(=CC=C1)C(F)F)C)C(C)C1=CC=C(C=C1)C#N (1-[1-(4-Cyano-phenyl)-ethyl]-5-(3-difluoromethyl-phenyl)-6-methyl-4-oxo-1,4-dihydro-pyridine-3-carboxylic acid methylamide). As a reaction SMILES: [CH3:1][NH:2][C:3]([C:5]1[C:10](=[O:11])[C:9](Br)=[C:8]([CH3:13])[N:7]([CH:14]([C:16]2[CH:21]=[CH:20][C:19]([C:22]#[N:23])=[CH:18][CH:17]=2)[CH3:15])[CH:6]=1)=[O:4].[F:24][CH:25]([F:35])[C:26]1[CH:27]=[C:28](B(O)O)[CH:29]=[CH:30][CH:31]=1.C([O-])([O-])=O.[K+].[K+]>C(#N)C.C1(P(C2C=CC=CC=2)C2C=CC=CC=2)C=CC=CC=1.C1(P(C2C=CC=CC=2)C2C=CC=CC=2)C=CC=CC=1.C1(P(C2C=CC=CC=2)C2C=CC=CC=2)C=CC=CC=1.C1(P(C2C=CC=CC=2)C2C=CC=CC=2)C=CC=CC=1.[Pd]>[CH3:1][NH:2][C:3]([C:5]1[C:10](=[O:11])[C:9]([C:30]2[CH:29]=[CH:28][CH:27]=[C:26]([CH:25]([F:35])[F:24])[CH:31]=2)=[C:8]([CH3:13])[N:7]([CH:14]([C:16]2[CH:21]=[CH:20][C:19]([C:22]#[N:23])=[CH:18][CH:17]=2)[CH3:15])[CH:6]=1)=[O:4] |f:2.3.4,6.7.8.9.10|. Procedure details: To a solution of 5-bromo-1-[1-(4-cyano-phenyl)-ethyl]-6-methyl-4-oxo-1,4-dihydro-pyridine-3-carboxylic acid methylamide (preparation 9, 100 mg, 0.267 mmol), 3-difluoromethyl-phenylboronic acid (67 mg, 0.390 mmol), palladium (0) tetrakis(triphenylphosphine) (25 mg, 0.022 mmol) in acetonitrile (2 mL) is added 2 M aqueous K2CO3 solution (0.30 mL, 0.60 mmol). After stirring for 18 h at 75° C., the reaction mixture is purified by preparative reversed-phase HPLC (XBridge, gradient of methanol in water...